This data is from the Open Reaction Database (ORD), a public repository of structured organic reaction records. The task is: describe an organic reaction: reactants, conditions, products, and yield The reactants are C(C1=CC=CC=C1)OC1=CC=2CC[C@H]3[C@@H]4CC[C@@H]([C@@]4(C)CC(=C3C2C=C1)C/C=C/CCCCCC[C@@H](C(=O)N1C(N([C@H]([C@H]1C1=CC=CC=C1)C)C)=O)CCC(C(C(C(F)(F)F)(F)F)(F)F)(F)F)OCC1=CC=CC=C1 ((4S,5R)-1-{(2R,9E)-11-[3,17β-bis(benzyloxy)estra-1,3,5(10),9(11)-tetraen-11-yl]-2-(3,3,4,4,5,5,6,6,6-nonafluorohexyl)-9-undecenoyl}-3,4-dimethyl-5-phenylimidazolidin-2-one), C(C1=CC=CC=C1)OC1=CC=2CC[C@H]3[C@@H]4CC[C@@H]([C@@]4(C)CC(=C3C2C=C1)CC=C)OCC1=CC=CC=C1 (3,17β-Bis(benzyloxy)-11-(2-propenyl)estra-1,3,5(10),9(11)-tetraene), CN1C(N([C@@H]([C@@H]1C)C1=CC=CC=C1)C([C@H](CCCCCCC=C)CCC(C(C(C(F)(F)F)(F)F)(F)F)(F)F)=O)=O ((4S,5R)-3,4-dimethyl-1-[(2R)-2-(3,3,4,4,5,5,6,6,6-nonafluorohexyl)-9-decenoyl]-5-phenylimidazolidin-2-one). Reagents/catalysts: C(C1=CC=CC=C1)(P(C1CCCCC1)(C1CCCCC1)C1CCCCC1)P(C1CCCCC1)(C1CCCCC1)C1CCCCC1.Cl[Ru]Cl (benzylidene-bis(tricyclohexylphosphine) dichlororuthenium). Run in ClCCl (dichloromethane). Conditions: time 6 hour. Product: C(C1=CC=CC=C1)OC1=CC=2CC[C@H]3[C@@H]4CC[C@@H]([C@@]4(C)CC(=C3C2C=C1)C\C=C/CCCCCC[C@@H](C(=O)N1C(N([C@H]([C@H]1C1=CC=CC=C1)C)C)=O)CCC(C(C(C(F)(F)F)(F)F)(F)F)(F)F)OCC1=CC=CC=C1 ((4S,5R)-1-{(2R,9Z)-11-[3,17β-bis(benzyloxy)estra-1,3,5(10),9(11)-tetraen-11-yl]-2-(3,3,4,4,5,5,6,6,6-nonafluorohexyl)-9-undecenoyl}-3,4-dimethyl-5-phenylimidazolidin-2-one). Yield: 63.0%. Reaction SMILES: C(OC1C=CC2C3[C@H]([C@H]4[C@@](CC=3CC=C)(C)[C@@H](OCC3C=CC=CC=3)CC4)CCC=2C=1)C1C=CC=CC=1.CN1[C@@H](C)[C@@H](C2C=CC=CC=2)N(C(=O)[C@@H](CCC(F)(F)C(F)(F)C(F)(F)C(F)(F)F)CCCCCCC=C)C1=O.[CH2:78]([O:85][C:86]1[CH:103]=[CH:102][C:101]2[C:100]3[C@H:91]([C@H:92]4[C@@:96]([CH2:98][C:99]=3[CH2:104]/[CH:105]=[CH:106]/[CH2:107][CH2:108][CH2:109][CH2:110][CH2:111][CH2:112][C@H:113]([CH2:130][CH2:131][C:132]([F:144])([F:143])[C:133]([F:142])([F:141])[C:134]([F:140])([F:139])[C:135]([F:138])([F:137])[F:136])[C:114]([N:116]3[C@H:120]([C:121]5[CH:126]=[CH:125][CH:124]=[CH:123][CH:122]=5)[C@H:119]([CH3:127])[N:118]([CH3:128])[C:117]3=[O:129])=[O:115])([CH3:97])[C@@H:95]([O:145][CH2:146][C:147]3[CH:152]=[CH:151][CH:150]=[CH:149][CH:148]=3)[CH2:94][CH2:93]4)[CH2:90][CH2:89][C:88]=2[CH:87]=1)[C:79]1[CH:84]=[CH:83][CH:82]=[CH:81][CH:80]=1>ClCCl.C(P(C1CCCCC1)(C1CCCCC1)C1CCCCC1)(P(C1CCCCC1)(C1CCCCC1)C1CCCCC1)C1C=CC=CC=1.Cl[Ru]Cl>[CH2:78]([O:85][C:86]1[CH:103]=[CH:102][C:101]2[C:100]3[C@H:91]([C@H:92]4[C@@:96]([CH2:98][C:99]=3[CH2:104]/[CH:105]=[CH:106]\[CH2:107][CH2:108][CH2:109][CH2:110][CH2:111][CH2:112][C@H:113]([CH2:130][CH2:131][C:132]([F:143])([F:144])[C:133]([F:141])([F:142])[C:134]([F:140])([F:139])[C:135]([F:138])([F:136])[F:137])[C:114]([N:116]3[C@H:120]([C:121]5[CH:122]=[CH:123][CH:124]=[CH:125][CH:126]=5)[C@H:119]([CH3:127])[N:118]([CH3:128])[C:117]3=[O:129])=[O:115])([CH3:97])[C@@H:95]([O:145][CH2:146][C:147]3[CH:152]=[CH:151][CH:150]=[CH:149][CH:148]=3)[CH2:94][CH2:93]4)[CH2:90][CH2:89][C:88]=2[CH:87]=1)[C:79]1[CH:84]=[CH:83][CH:82]=[CH:81][CH:80]=1 |f:4.5|. Procedure details: 3,17β-Bis(benzyloxy)-11-(2-propenyl)estra-1,3,5(10),9(11)-tetraene (491 mg, 1.00 mmol) and the (4S,5R)-3,4-dimethyl-1-[(2R)-2-(3,3,4,4,5,5,6,6,6-nonafluorohexyl)-9-decenoyl]-5-phenylimidazolidin-2-one (1.18 g, 2.00 mmol) prepared in Example 36 were dissolved in anhydrous dichloromethane (10 ml) at room temperature under nitrogen atmosphere, mixed with benzylidene-bis(tricyclohexylphosphine)-dichlororuthenium (41 mg, 0.05 mmol), and then heated under reflux followed by stirring for 6 hours under ...